This data is from the Open Reaction Database (ORD), a public repository of structured organic reaction records. The task is: describe an organic reaction: reactants, conditions, products, and yield Starting materials: NC1=C(C=C(OC2=CC=NC=3NC(C=NC32)=O)C=C1)F (8-(4-amino-3-fluorophenoxy)pyrido[2,3-b]pyrazin-3(4H)-one), solution, N1=CC(=CC=C1)OC1=C(C=C(C=C1)C(F)(F)F)NC(OC1=CC=CC=C1)=O (phenyl 2-(pyridin-3-yloxy)-5-(trifluoromethyl)phenylcarbamate). Conditions: time 40 hour. The product is FC1=C(C=CC(=C1)OC1=CC=NC2=C1N=CC(N2)=O)NC(=O)NC2=C(C=CC(=C2)C(F)(F)F)OC=2C=NC=CC2 (1-(2-fluoro-4-(3-oxo-3,4-dihydropyrido[3,2-b]pyrazin-8-yloxy)phenyl)-3-(2-(pyridin-3-yloxy)-5-(trifluoromethyl)phenyl)urea). RXN SMILES: [NH2:1][C:2]1[CH:19]=[CH:18][C:5]([O:6][C:7]2[C:16]3[N:15]=[CH:14][C:13](=[O:17])[NH:12][C:11]=3[N:10]=[CH:9][CH:8]=2)=[CH:4][C:3]=1[F:20].[N:21]1[CH:26]=[CH:25][CH:24]=[C:23]([O:27][C:28]2[CH:33]=[CH:32][C:31]([C:34]([F:37])([F:36])[F:35])=[CH:30][C:29]=2[NH:38][C:39](=O)[O:40]C2C=CC=CC=2)[CH:22]=1>>[F:20][C:3]1[CH:4]=[C:5]([O:6][C:7]2[C:16]3[N:15]=[CH:14][C:13](=[O:17])[NH:12][C:11]=3[N:10]=[CH:9][CH:8]=2)[CH:18]=[CH:19][C:2]=1[NH:1][C:39]([NH:38][C:29]1[CH:30]=[C:31]([C:34]([F:36])([F:35])[F:37])[CH:32]=[CH:33][C:28]=1[O:27][C:23]1[CH:22]=[N:21][CH:26]=[CH:25][CH:24]=1)=[O:40]. Reported procedure: Method F2 was used with 8-(4-amino-3-fluorophenoxy)pyrido[2,3-b]pyrazin-3(4H)-one (30.6 mg, 0.112 mmol) and a 60.6 mM solution of phenyl 2-(pyridin-3-yloxy)-5-(trifluoromethyl)phenylcarbamate (1.6 ml, 0.097 mmol). After 40 h, the mixture was evaporated onto silica gel, loaded onto a Biotage 12+M column, which was eluted with 40%-100% EtOAc in DCM. Yield: 4 mg (7%). The reactants are BrC=1C=C(C=C(C1)OCCF)[N+](=O)[O-] (3-bromo-5-fluoroethoxynitrobenzene), Cl (HCl), [BH4-].[Na+] (NaBH4), C(C)OCC (Diethyl ether). Run in O1CCCC1 (tetrahydrofuran), O1CCCC1 (tetrahydrofuran). The product is BrC=1C=C(N)C=C(C1)OCCF (3-bromo-5-fluoroethoxyaniline). RXN SMILES: [Br:1][C:2]1[CH:3]=[C:4]([N+:12]([O-])=O)[CH:5]=[C:6]([O:8][CH2:9][CH2:10][F:11])[CH:7]=1.[BH4-].[Na+].C(OCC)C.Cl>O1CCCC1>[Br:1][C:2]1[CH:3]=[C:4]([CH:5]=[C:6]([O:8][CH2:9][CH2:10][F:11])[CH:7]=1)[NH2:12] |f:1.2|. Procedure: A solution of 3-bromo-5-fluoroethoxynitrobenzene, as described above in Step D, (990 mg, 3.75 mmol) in tetrahydrofuran (22 mL) was added to a mixture of NaBH4/S3 (1.2 g) in tetrahydrofuran (15 mL) and the resulting mixture was placed in a 60° C. oil bath and heated overnight. The reaction was cooled to room temperature and concentrated using the rotary evaporator giving a yellow solid. Diethyl ether was added and 10% HCl until the pH was 1. The resulting mixture was filtered through celite and t... Starting materials: C(=O)C=1C=NC=CC1 (3-formylpyridine), C(C)OC(C1=CC(=C(C=C1)Br)C)OCC (4 -bromo-3-methylbenzaldehyde diethylacetal), solution, C(CCC)[Li] (butyllithium). The solvent is C(C)OCC (diethyl ether), CCCCCC (hexane). Run at time 50 minute. Yields the product CC=1C=C(C=O)C=CC1C(O)C=1C=NC=CC1 (3-Methyl-4-(3-pyridylhydroxymethyl)benzaldehyde). The yield is 76.7%. As a reaction SMILES: C(O[CH:4]([O:13]CC)[C:5]1[CH:10]=[CH:9][C:8](Br)=[C:7]([CH3:12])[CH:6]=1)C.C([Li])CCC.[CH:21]([C:23]1[CH:24]=[N:25][CH:26]=[CH:27][CH:28]=1)=[O:22]>C(OCC)C.CCCCCC>[CH3:12][C:7]1[CH:6]=[C:5]([CH:10]=[CH:9][C:8]=1[CH:21]([C:23]1[CH:24]=[N:25][CH:26]=[CH:27][CH:28]=1)[OH:22])[CH:4]=[O:13]. Procedure: To a solution of 1.88 g of 4 -bromo-3-methylbenzaldehyde diethylacetal in 20 ml of diethyl ether was added dropwise 5.0 ml of a 1.4M solution of butyllithium in hexane at -70° C. to 0° C., and the mixture was stirred at 0° C. to -50° C. for 50 minutes. To it was added dropwise 0.89 g of 3-formylpyridine at -30° C. to -20° C., and the reaction mixture allowed to warm to room temperature with stirring. After concentration under reduced pressure the residue was stirred with 10 ml of tetrahydrofuran... Yields the product CC(C)(C)OC(=O)NCC1CCC(C(O)CCc2ccccc2)CC1. RXN SMILES: [BH4-:26].[CH3:28][CH2:29][OH:30].[Na+:27].[c:1]1([CH2:7][CH2:8][C:9](=[O:10])[CH:11]2[CH2:12][CH2:13][CH:14]([CH2:17][NH:18][C:19]([O:20][C:21]([CH3:22])([CH3:23])[CH3:24])=[O:25])[CH2:15][CH2:16]2)[cH:2][cH:3][cH:4][cH:5][cH:6]1>>[c:1]1([CH2:7][CH2:8][CH:9]([OH:10])[CH:11]2[CH2:12][CH2:13][CH:14]([CH2:17][NH:18][C:19]([O:20][C:21]([CH3:22])([CH3:23])[CH3:24])=[O:25])[CH2:15][CH2:16]2)[cH:2][cH:3][cH:4][cH:5][cH:6]1. Reactants: [BH4-], CCO, [Na+], CC(C)(C)OC(=O)NCC1CCC(C(=O)CCc2ccccc2)CC1.